describe an organic reaction: reactants, conditions, products, and yield From a dataset of the Open Reaction Database (ORD), a public repository of structured organic reaction records. Starting materials: C(=O)(OCC1=CC=CC=C1)N[C@@H](CC1=CC=CC=C1)C(=O)O (N-carbobenzoxy-L-phenylalanine), C1=CC(=CC=C1[N+](=O)[O-])O (p-nitrophenol), C(C)(C)[N+]#[C-] (isopropyl isonitrile). The solvent is C(C)(=O)OCC (ethyl acetate). Product: [N+](=O)([O-])C1=CC=C(C=C1)OC([C@@H](NC(=O)OCC1=CC=CC=C1)CC1=CC=CC=C1)=O (N-Carbobenzoxy-L-phenylalanine p-nitrophenyl ester). Yield: 53.4%. Reaction SMILES: [C:1]([NH:11][C@H:12]([C:20]([OH:22])=[O:21])[CH2:13][C:14]1[CH:19]=[CH:18][CH:17]=[CH:16][CH:15]=1)([O:3][CH2:4][C:5]1[CH:10]=[CH:9][CH:8]=[CH:7][CH:6]=1)=[O:2].[CH:23]1[C:28]([N+:29]([O-:31])=[O:30])=[CH:27][CH:26]=[C:25](O)[CH:24]=1.C([N+]#[C-])(C)C>C(OCC)(=O)C>[N+:29]([C:28]1[CH:23]=[CH:24][C:25]([O:21][C:20](=[O:22])[C@H:12]([CH2:13][C:14]2[CH:19]=[CH:18][CH:17]=[CH:16][CH:15]=2)[NH:11][C:1]([O:3][CH2:4][C:5]2[CH:10]=[CH:9][CH:8]=[CH:7][CH:6]=2)=[O:2])=[CH:26][CH:27]=1)([O-:31])=[O:30]. Procedure: A solution of 6.0 g (20 mM) N-carbobenzoxy-L-phenylalanine, 3.3 g (24 mM) p-nitrophenol, and 1.6 g (24 mM) isopropyl isonitrile in 50 ml ethyl acetate was held at 60°C for 40 hours, and then evaporated. The residue was dissolved in ethanol, and the solution stored in a refrigerator until crystals formed. The crystals were filtered out, washed with petroleum ether, and dried. 4.5 g N-Carbobenzoxy-L-phenylalanine p-nitrophenyl ester was obtained (53% yield). M.P. 125.5° - 127°C. [α]D25 = -8.0° (C ... Reactants: O=C([O-])[O-], CCOC(=O)c1nc(I)oc1-c1ccc(N2CCN(C(=O)OC(C)(C)C)CC2)cc1, CCCc1cc(CCC)c(-c2ccccc2P(C2CCCCC2)C2CCCCC2)c(CCC)c1, [K+], [K+], Cc1ccccc1N, O=C(C=Cc1ccccc1)C=Cc1ccccc1, O=C(C=Cc1ccccc1)C=Cc1ccccc1, CN(C)C=O, O=C(C=Cc1ccccc1)C=Cc1ccccc1, [Pd], [Pd]. The product is CCOC(=O)c1nc(Nc2ccccc2C)oc1-c1ccc(N2CCN(C(=O)OC(C)(C)C)CC2)cc1. As a reaction SMILES: [C:73](=[O:74])([O-:75])[O-:76].[CH2:1]([CH3:2])[O:3][C:4](=[O:5])[c:6]1[n:7][c:8]([I:30])[o:9][c:10]1-[c:11]1[cH:12][cH:13][c:14]([N:17]2[CH2:18][CH2:19][N:20]([C:23](=[O:24])[O:25][C:26]([CH3:27])([CH3:28])[CH3:29])[CH2:21][CH2:22]2)[cH:15][cH:16]1.[CH:39]1([P:40]([CH:41]2[CH2:42][CH2:43][CH2:44][CH2:45][CH2:46]2)[c:47]2[cH:48][cH:49][cH:50][cH:51][c:52]2-[c:53]2[c:54]([CH2:55][CH2:56][CH3:57])[cH:58][c:59]([CH2:60][CH2:61][CH3:62])[cH:63][c:64]2[CH2:65][CH2:66][CH3:67])[CH2:68][CH2:69][CH2:70][CH2:71][CH2:72]1.[K+:77].[K+:78].[NH2:31][c:32]1[c:33]([CH3:38])[cH:34][cH:35][cH:36][cH:37]1.[O:104]=[C:105]([CH:106]=[CH:107][c:108]1[cH:109][cH:110][cH:111][cH:112][cH:113]1)[CH:114]=[CH:115][c:116]1[cH:117][cH:118][cH:119][cH:120][cH:121]1.[O:122]=[C:123]([CH:124]=[CH:125][c:126]1[cH:127][cH:128][cH:129][cH:130][cH:131]1)[CH:132]=[CH:133][c:134]1[cH:135][cH:136][cH:137][cH:138][cH:139]1.[O:79]=[CH:80][N:81]([CH3:82])[CH3:83].[O:86]=[C:87]([CH:88]=[CH:89][c:90]1[cH:91][cH:92][cH:93][cH:94][cH:95]1)[CH:96]=[CH:97][c:98]1[cH:99][cH:100][cH:101][cH:102][cH:103]1.[Pd:84].[Pd:85]>>[CH2:1]([CH3:2])[O:3][C:4](=[O:5])[c:6]1[n:7][c:8]([NH:31][c:32]2[c:33]([CH3:38])[cH:34][cH:35][cH:36][cH:37]2)[o:9][c:10]1-[c:11]1[cH:12][cH:13][c:14]([N:17]2[CH2:18][CH2:19][N:20]([C:23](=[O:24])[O:25][C:26]([CH3:27])([CH3:28])[CH3:29])[CH2:21][CH2:22]2)[cH:15][cH:16]1. The reactants are BrC1=C(C(=O)OC)C=C(C=C1)O (methyl 2-bromo-5-hydroxybenzoate), C([O-])([O-])=O.[Cs+].[Cs+] (cesium carbonate), ClC(C(=O)OC)(F)F (methyl chlorodifluoroacetate). Solvent: CN(C)C=O (DMF). Reaction conditions: temperature 90 celsius, time 16 hour. The product is BrC1=C(C(=O)OC)C=C(C=C1)OC(F)F (methyl 2-bromo-5-(difluoromethoxy)benzoate). The yield is 35.4%. RXN SMILES: [Br:1][C:2]1[CH:11]=[CH:10][C:9]([OH:12])=[CH:8][C:3]=1[C:4]([O:6][CH3:7])=[O:5].C(=O)([O-])[O-].[Cs+].[Cs+].Cl[C:20]([F:26])([F:25])C(OC)=O>CN(C=O)C>[Br:1][C:2]1[CH:11]=[CH:10][C:9]([O:12][CH:20]([F:26])[F:25])=[CH:8][C:3]=1[C:4]([O:6][CH3:7])=[O:5] |f:1.2.3|. Reported procedure: To a solution of methyl 2-bromo-5-hydroxybenzoate (5.63 mmol, 1.30 g) in DMF (8 mL) was added cesium carbonate (11.3 mmol, 3.67 g) and methyl chlorodifluoroacetate (6.75 mmol, 0.71 mL), and the reaction mixture stirred at 90° C. for 16 h. After cooling to rt and dilution with ethyl acetate, the mixture was filtered and concentrated under reduced pressure. The residue was purified by silica gel chromatography using hexane/EtOAc (9:1, v/v) as the eluent. The product was obtained as a light yellow ... Reactants: O=S(=O)(O)c1cncc(Br)c1, COC(C)(C)C, [Cl-], ClP(Cl)(Cl)(Cl)Cl, [Na+], O, O=P(Cl)(Cl)Cl. The product is O=S(=O)(Cl)c1cncc(Br)c1. As a reaction SMILES: [Br:1][c:2]1[cH:3][c:4]([S:8](=[O:9])(=[O:10])[OH:11])[cH:5][n:6][cH:7]1.[C:26]([O:27][CH3:28])([CH3:29])([CH3:30])[CH3:31].[Cl-:23].[Cl:12][P:13]([Cl:14])([Cl:15])([Cl:16])[Cl:17].[Na+:24].[OH2:25].[P:18]([Cl:19])([Cl:20])([Cl:21])=[O:22]>>[Br:1][c:2]1[cH:3][c:4]([S:8](=[O:9])(=[O:11])[Cl:12])[cH:5][n:6][cH:7]1. Procedure details: To a solution of Compound 281a (7.10 g, 26.2 mmol) in dry methanol (200 mL) was added Dowex 1×8-200 hydroxide form (1.00 g) and the resulting mixture was heated at 60° C. for 24 hours. The warm reaction mixture was filtered and the filtrate was distilled until 100 mL remained. Ethyl ether (100 mL) was added to the residue and the resulting solution was allowed to stand in the refrigerator at zero degrees C for 16 hours. The crystalline precipitate was filtered off, washed with ethyl ether (50 mL... Conditions: temperature 60 celsius, time 16 hour. The reactants are C(C)(=O)OC1CCCC2=CN=C3C=CC(=CC3=C12)OC (10-Acetoxy-2-methoxy-7,8,9,10-tetrahydrophenanthridine), [OH-] (hydroxide). The yield is 83.7%. The product is OC1CCCC2=CN=C3C=CC(=CC3=C12)OC (10-Hydroxy-2-methoxy-7,8,9,10-tetrahydrophenanthridine). Run in CO (methanol). As a reaction SMILES: C([O:4][CH:5]1[C:18]2[C:9](=[CH:10][N:11]=[C:12]3[C:17]=2[CH:16]=[C:15]([O:19][CH3:20])[CH:14]=[CH:13]3)[CH2:8][CH2:7][CH2:6]1)(=O)C.[OH-]>CO>[OH:4][CH:5]1[C:18]2[C:9](=[CH:10][N:11]=[C:12]3[C:17]=2[CH:16]=[C:15]([O:19][CH3:20])[CH:14]=[CH:13]3)[CH2:8][CH2:7][CH2:6]1. Reactants: C(C=C)C1=NN=C(S1)N=C=O (5-Allyl-1,3,4-thiadiazol-2-yl isocyanate), dimethyl acetal, BrCCCNC(C=O)COC (2-γ-bromopropylamino-3-methoxypropionaldehyde). The solvent is C1=CC=CC=C1 (benzene), C1=CC=CC=C1 (benzene). The product is desired product, BrCCCN(C(=O)NC=1SC(=NN1)CC=C)C(C=O)COC (2-[1-γ-bromopropyl-3-(5-allyl-1,3,4-thiadiazol-2-yl)-ureido]-3-methoxypropionaldehyde). As a reaction SMILES: [CH2:1]([C:4]1[S:8][C:7]([N:9]=[C:10]=[O:11])=[N:6][N:5]=1)[CH:2]=[CH2:3].[Br:12][CH2:13][CH2:14][CH2:15][NH:16][CH:17]([CH2:20][O:21][CH3:22])[CH:18]=[O:19]>C1C=CC=CC=1>[Br:12][CH2:13][CH2:14][CH2:15][N:16]([CH:17]([CH2:20][O:21][CH3:22])[CH:18]=[O:19])[C:10]([NH:9][C:7]1[S:8][C:4]([CH2:1][CH:2]=[CH2:3])=[N:5][N:6]=1)=[O:11]. Procedure details: 5-Allyl-1,3,4-thiadiazol-2-yl isocyanate dimer (0.05 mole), the dimethyl acetal of 2-γ-bromopropylamino-3-methoxypropionaldehyde (0.1 mole) and benzene (60 ml) are charged into a glass reaction vessel equipped with a mechanical stirrer, thermometer and reflux condenser. The reaction mixture is heated at reflux for a period of about 30 minutes. After this time the mixture is stripped of benzene under reduced pressure to yield a solid product as the residue. This residue is then recrystallized to ... The reactants are CC(C)OC(=O)C1CCn2c(C(=O)c3ccccc3)cc(Br)c21, O=C([O-])[O-], CO, [K+], [K+], O. Yields the product O=C(c1ccccc1)c1cc(Br)c2n1CCC2C(=O)O. As a reaction SMILES: [C:1]([c:2]1[cH:3][cH:4][cH:5][cH:6][cH:7]1)(=[O:8])[c:9]1[cH:10][c:11]([Br:23])[c:12]2[n:13]1[CH2:14][CH2:15][CH:16]2[C:17](=[O:18])[O:19][CH:20]([CH3:21])[CH3:22].[C:26](=[O:27])([O-:28])[O-:29].[CH3:24][OH:25].[K+:30].[K+:31].[OH2:32]>>[C:1]([c:2]1[cH:3][cH:4][cH:5][cH:6][cH:7]1)(=[O:8])[c:9]1[cH:10][c:11]([Br:23])[c:12]2[n:13]1[CH2:14][CH2:15][CH:16]2[C:17](=[O:18])[OH:19].